Dataset: the Open Reaction Database (ORD), a public repository of structured organic reaction records. Task: describe an organic reaction: reactants, conditions, products, and yield Starting materials: CCO, COc1ccc([N+](=O)[O-])c(C(F)(F)F)c1. Product: COc1ccc(N)c(C(F)(F)F)c1. RXN SMILES: [CH3:16][CH2:17][OH:18].[CH3:1][O:2][c:3]1[cH:4][c:5]([C:12]([F:13])([F:14])[F:15])[c:6]([N+:9]([O-:10])=[O:11])[cH:7][cH:8]1>>[CH3:1][O:2][c:3]1[cH:4][c:5]([C:12]([F:13])([F:14])[F:15])[c:6]([NH2:9])[cH:7][cH:8]1. Starting materials: C(C1=CC=CC=C1)[C@H]1CN(CCN1)CC1=CC=C(C=C1)Br (3-(S)-benzyl-1-(4-bromo-benzyl)-piperazine), C1(=CC=CC=C1)C (toluene), ClC1=C(C=C(C=C1)Cl)B(O)O (2,5-dichlorophenyl boronic acid), C([O-])([O-])=O.[Na+].[Na+] (sodium carbonate). Reagents/catalysts: C=1C=CC(=CC1)[P](C=2C=CC=CC2)(C=3C=CC=CC3)[Pd]([P](C=4C=CC=CC4)(C=5C=CC=CC5)C=6C=CC=CC6)([P](C=7C=CC=CC7)(C=8C=CC=CC8)C=9C=CC=CC9)[P](C=1C=CC=CC1)(C=1C=CC=CC1)C=1C=CC=CC1 (tetrakis(triphenylphosphine)palladium(0)). Solvent: C(C)O (ethanol). Reaction conditions: temperature 85 celsius. The product is C(C1=CC=CC=C1)C1CN(CCN1)CC1=CC=C(C=C1)C1=C(C=CC(=C1)Cl)Cl (3-Benzyl-1-(2′,5′-dichloro-biphenyl-4-ylmethyl)-piperazine). Yield: 59.0%. RXN SMILES: [CH2:1]([C@@H:8]1[NH:13][CH2:12][CH2:11][N:10]([CH2:14][C:15]2[CH:20]=[CH:19][C:18](Br)=[CH:17][CH:16]=2)[CH2:9]1)[C:2]1[CH:7]=[CH:6][CH:5]=[CH:4][CH:3]=1.[Cl:22][C:23]1[CH:28]=[CH:27][C:26]([Cl:29])=[CH:25][C:24]=1B(O)O.C(=O)([O-])[O-].[Na+].[Na+].C1(C)C=CC=CC=1>C1C=CC([P]([Pd]([P](C2C=CC=CC=2)(C2C=CC=CC=2)C2C=CC=CC=2)([P](C2C=CC=CC=2)(C2C=CC=CC=2)C2C=CC=CC=2)[P](C2C=CC=CC=2)(C2C=CC=CC=2)C2C=CC=CC=2)(C2C=CC=CC=2)C2C=CC=CC=2)=CC=1.C(O)C>[CH2:1]([CH:8]1[NH:13][CH2:12][CH2:11][N:10]([CH2:14][C:15]2[CH:20]=[CH:19][C:18]([C:27]3[CH:28]=[C:23]([Cl:22])[CH:24]=[CH:25][C:26]=3[Cl:29])=[CH:17][CH:16]=2)[CH2:9]1)[C:2]1[CH:7]=[CH:6][CH:5]=[CH:4][CH:3]=1 |f:2.3.4,^1:49,51,70,89|. Reported procedure: 0.1 g of 3-(S)-benzyl-1-(4-bromo-benzyl)-piperazine were combined with 1.5 equiv. of 2,5-dichlorophenyl boronic acid, 0.05 equiv. of tetrakis(triphenylphosphine)palladium(0), 6 equiv. of 2M aqueous sodium carbonate solution, toluene and ethanol. The reaction mixture was heated at 85° C. under nitrogen overnight. The reaction mixture was concentrated in vacuo. The residue was diluted with water and extracted with ethyl acetate. The combined organic phases were washed with brine, dried over sodium... Starting materials: C(C)(C)(C)N(N)C(C1=CC(=CC(=C1)C)C)=O (3,5-dimethyl-benzoic acid N-tert-butyl-hydrazide), C([O-])([O-])=O.[K+].[K+] (potassium carbonate), FC1=C(C(=O)Cl)C=CC(=C1)CC (2-fluoro-4-ethyl benzoyl chloride), hydrazone. RXN SMILES: [C:1]([N:5]([C:7](=[O:16])[C:8]1[CH:13]=[C:12]([CH3:14])[CH:11]=[C:10]([CH3:15])[CH:9]=1)[NH2:6])([CH3:4])([CH3:3])[CH3:2].[F:17][C:18]1[CH:26]=[C:25]([CH2:27][CH3:28])[CH:24]=[CH:23][C:19]=1[C:20](Cl)=[O:21].C(=O)([O-])[O-].[K+].[K+]>C(Cl)Cl.O>[C:1]([N:5]([C:7](=[O:16])[C:8]1[CH:9]=[C:10]([CH3:15])[CH:11]=[C:12]([CH3:14])[CH:13]=1)[NH:6][C:20](=[O:21])[C:19]1[CH:23]=[CH:24][C:25]([CH2:27][CH3:28])=[CH:26][C:18]=1[F:17])([CH3:4])([CH3:3])[CH3:2] |f:2.3.4|. Procedure details: 0.150 g of 3,5-dimethyl-benzoic acid N-tert-butyl-hydrazide (1 eq, 0.68 mmol) and 0.110 mL (1.2 eq, 0.77 mmol) of 2-fluoro-4-ethyl benzoyl chloride were weighed into a 1 oz. vial. A small stirbar was added followed by 2 mL of methylene chloride. The mixture was stirred until the hydrazone dissolved. The stirring was stopped and 2 mL of a 1 M potassium carbonate (K2CO3) solution was added. The mixture was allowed to stir overnight. At the end of this period, 1 mL of water and 1 mL of methylene ch... Yields the product C(C)(C)(C)N(NC(C1=C(C=C(C=C1)CC)F)=O)C(C1=CC(=CC(=C1)C)C)=O (3,5-Dimethyl-benzoic acid N-tert-butyl-N′-(4-ethyl-2-fluoro-benzoyl)-hydrazide). Run in C(Cl)Cl (methylene chloride), C(Cl)Cl (methylene chloride), O (water). Reaction conditions: time 8 hour. Reactants: FC1=CC=C(C=C1)[C@@H](C)N1CCNCC1 ((R)-1-[1-(4-fluorophenyl)ethyl]piperazine), ClC=1C=CC=2N(N1)C(=NN2)C(F)(F)F (6-chloro-3-(trifluoromethyl)-[1,2,4]triazolo[4,3-b]pyridazine). Yields the product FC1=CC=C(C=C1)[C@@H](C)N1CCN(CC1)C=1C=CC=2N(N1)C(=NN2)C(F)(F)F (6-[4-[(1R)-1-(4-fluorophenyl)ethyl]piperazin-1-yl]-3-(trifluoromethyl)[1,2,4]triazolo[4,3-b]pyridazine). Isolated yield 87.0%. As a reaction SMILES: [F:1][C:2]1[CH:7]=[CH:6][C:5]([C@H:8]([N:10]2[CH2:15][CH2:14][NH:13][CH2:12][CH2:11]2)[CH3:9])=[CH:4][CH:3]=1.Cl[C:17]1[CH:18]=[CH:19][C:20]2[N:21]([C:23]([C:26]([F:29])([F:28])[F:27])=[N:24][N:25]=2)[N:22]=1>>[F:1][C:2]1[CH:7]=[CH:6][C:5]([C@H:8]([N:10]2[CH2:11][CH2:12][N:13]([C:17]3[CH:18]=[CH:19][C:20]4[N:21]([C:23]([C:26]([F:27])([F:29])[F:28])=[N:24][N:25]=4)[N:22]=3)[CH2:14][CH2:15]2)[CH3:9])=[CH:4][CH:3]=1. Reported procedure: A mixture of (R)-1-[1-(4-fluorophenyl)ethyl]piperazine (obtained as described in J. Med. Chem. 2007, 50, 3528) and 6-chloro-3-(trifluoromethyl)-[1,2,4]triazolo[4,3-b]pyridazine was allowed to react by the method described in Example 306 to give 6-[4-[(1R)-1-(4-fluorophenyl)ethyl]piperazin-1-yl]-3-(trifluoromethyl)[1,2,4]triazolo[4,3-b]pyridazine in 87% yield. Starting materials: CC1=C(N=C(O1)C1=CC=CC=C1)COC1=CC=C(/C=C/C2=NN=NN2)C=C1 ((E)-5-[4-(5-methyl-2-phenyl-4-oxazolylmethoxy)styryl]tetrazole). The reagents and catalysts are [C].[Pd] (palladium-carbon). Run in O1CCOCC1 (dioxane). Yields the product CC1=C(N=C(O1)C1=CC=CC=C1)COC1=CC=C(C=C1)CCC1=NN=NN1 (5-[2-[4-(5-methyl-2-phenyl-4-oxazolylmethoxy)phenyl]ethyl]tetrazole). The yield is 80.5%. RXN SMILES: [CH3:1][C:2]1[O:6][C:5]([C:7]2[CH:12]=[CH:11][CH:10]=[CH:9][CH:8]=2)=[N:4][C:3]=1[CH2:13][O:14][C:15]1[CH:27]=[CH:26][C:18](/[CH:19]=[CH:20]/[C:21]2[NH:25][N:24]=[N:23][N:22]=2)=[CH:17][CH:16]=1>[C].[Pd].O1CCOCC1>[CH3:1][C:2]1[O:6][C:5]([C:7]2[CH:12]=[CH:11][CH:10]=[CH:9][CH:8]=2)=[N:4][C:3]=1[CH2:13][O:14][C:15]1[CH:27]=[CH:26][C:18]([CH2:19][CH2:20][C:21]2[NH:22][N:23]=[N:24][N:25]=2)=[CH:17][CH:16]=1 |f:1.2|. Reported procedure: A mixture of (E)-5-[4-(5-methyl-2-phenyl-4-oxazolylmethoxy)styryl]tetrazole (1.0 g), palladium-carbon (5%, 0.5 g) and dioxane (100 ml) was subjected to catalytic hydrogenation at room temperature. The catalyst was filtered off, and the filtrate was concentrated under reduced pressure to give 5-[2-[4-(5-methyl-2-phenyl-4-oxazolylmethoxy)phenyl]ethyl]tetrazole (0.81 g, 81%), which was recrystallized from methanol-chloroform to yield colorless plates, m.p.203°-204° C.